From a dataset of the Open Reaction Database (ORD), a public repository of structured organic reaction records. describe an organic reaction: reactants, conditions, products, and yield The reactants are C(=O)(OC)CCCC(C)=O (5-carbomethoxy-2-pentanal), OO (hydrogen peroxide), C([O-])(O)=O.[Na+] (sodium bicarbonate). Product: COC(CCC1C(C=O)O1)=O (methyl-4,5-epoxy-6-oxohexanoate). Reaction SMILES: [C:1]([CH2:5][CH2:6][CH2:7][C:8](=[O:10])[CH3:9])([O:3][CH3:4])=[O:2].OO.C(=O)(O)[O-:14].[Na+]>>[CH3:4][O:3][C:1](=[O:2])[CH2:5][CH2:6][CH:7]1[O:10][CH:8]1[CH:9]=[O:14] |f:2.3|. Reported procedure: Mono-methyl succinate (1), wherein alk is methyl, was chlorinated with oxalyl chloride in dimethyl formamide and methylene chloride to afford 3-carbomethoxypropionyl chloride (2). Compound (2) was catalytically hydrogenated over palladium-charcoal catalyst in the presence of 2,6-lutidine to yield 3-carbomethoxypropionaldehyde (3) which was reacted with formylmethylene triphenylphosphorane under Wittig reaction conditions to obtain 5-carbomethoxy-2-pentanal (4). Compound 4 was epoxidized with aqu... Reactants: CC1=C(C(=CC=C1)C)O (2,6-dimethylphenol), OC1=CC=C(C=C1)N1NC(N(C1=O)C1=CC=CC=C1)=O (1-(4-hydroxyphenyl)-4-phenyl-1,2,4-triazolidine-3,5-dione). Product: OC1=CC(=C(C=C1)N1NC(N(C1=O)C1=CC=CC=C1)=O)C (1-(4-hydroxy-2-methylphenyl)-4-phenyl-1,2,4-triazolidine-3,5-dione), solids. Isolated yield 77.0%. As a reaction SMILES: [CH3:1]C1C=CC=C(C)C=1O.[OH:10][C:11]1[CH:16]=[CH:15][C:14]([N:17]2[C:21](=[O:22])[N:20]([C:23]3[CH:28]=[CH:27][CH:26]=[CH:25][CH:24]=3)[C:19](=[O:29])[NH:18]2)=[CH:13][CH:12]=1>>[OH:10][C:11]1[CH:12]=[CH:13][C:14]([N:17]2[C:21](=[O:22])[N:20]([C:23]3[CH:28]=[CH:27][CH:26]=[CH:25][CH:24]=3)[C:19](=[O:29])[NH:18]2)=[C:15]([CH3:1])[CH:16]=1. Reported procedure: Compound 31 was prepared from 2,6-dimethylphenol in the same manner of compound 27, and was obtained as white solids (77%). 1H NMR (300 MHz, DMSO-d6): δ 11.22 (br s, 1H), 9.78 (s, 1H), 7.50-7.49 (m, 4H), 7.40 (m, 1H), 7.25 (d, J=8.4 Hz, 1H), 6.71 (d, J=2.4 Hz, 1H), 6.68 (dd, J=2.4, 8.7 Hz, 1H), 2.19 (s, 3H). 13C NMR (75 MHz, DMSO-d6): δ 158.65, 152.58, 138.57, 132.52, 129.57, 126.99, 126.51, 117.72, 114.19, 18.17. HRMS: calcd for C15H13N3O3 (MH+) 284.1030. found 284.1027. Reported procedure: Using [4-(3,5-dicyclopropylpyridin-2-yl)piperazin-1-yl](4-iodophenyl)methanone (446 mg) described in Preparation Example 186 and [1,2]thiazinane 1,1-dioxide (176 mg) and by the reaction and treatment in the same manner as in Example 262, the title compound (328 mg) was obtained. The reactants are C1(CC1)C=1C(=NC=C(C1)C1CC1)N1CCN(CC1)C(=O)C1=CC=C(C=C1)I ([4-(3,5-dicyclopropylpyridin-2-yl)piperazin-1-yl](4-iodophenyl)methanone), S1(NCCCC1)(=O)=O ([1,2]thiazinane 1,1-dioxide). Product: C1(CC1)C=1C(=NC=C(C1)C1CC1)N1CCN(CC1)C(=O)C1=CC=C(C=C1)N1S(CCCC1)(=O)=O ([4-(3,5-dicyclopropylpyridin-2-yl)piperazin-1-yl][4-(1,1-dioxo-1λ6-[1,2]thiazinan-2-yl)phenyl]methanone). Reaction SMILES: [CH:1]1([C:4]2[C:5]([N:13]3[CH2:18][CH2:17][N:16]([C:19]([C:21]4[CH:26]=[CH:25][C:24](I)=[CH:23][CH:22]=4)=[O:20])[CH2:15][CH2:14]3)=[N:6][CH:7]=[C:8]([CH:10]3[CH2:12][CH2:11]3)[CH:9]=2)[CH2:3][CH2:2]1.[S:28]1(=[O:35])(=[O:34])[CH2:33][CH2:32][CH2:31][CH2:30][NH:29]1>>[CH:1]1([C:4]2[C:5]([N:13]3[CH2:18][CH2:17][N:16]([C:19]([C:21]4[CH:26]=[CH:25][C:24]([N:29]5[CH2:30][CH2:31][CH2:32][CH2:33][S:28]5(=[O:35])=[O:34])=[CH:23][CH:22]=4)=[O:20])[CH2:15][CH2:14]3)=[N:6][CH:7]=[C:8]([CH:10]3[CH2:12][CH2:11]3)[CH:9]=2)[CH2:3][CH2:2]1. Isolated yield 72.4%. Reactants: FC=1C=C(OC=2C=C(C(=O)O)C=CC2)C=CC1C(CC(=O)C1=CN(C(C=C1)=O)C)C1=C(C=CC=C1)C (3-{3-fluoro-4-[3-(1-methyl-6-oxo-1,6-dihydro-pyridin-3-yl)-3-oxo-1-o-tolyl-propyl]-phenoxy}-benzoic acid), Cl.NO (hydroxylamine hydrochloride), C(=O)(O)[O-].[Na+] (NaHCO3). Yields the product FC=1C=C(OC=2C=C(C(=O)O)C=CC2)C=CC1C(C\C(\C1=CN(C(C=C1)=O)C)=N/O)C1=C(C=CC=C1)C (3-{3-Fluoro-4-[3-[(E)-hydroxyimino]-3-(1-methyl-6-oxo-1,6-dihydro-pyridin-3-yl)-1-o-tolyl-propyl]-phenoxy}-benzoic acid). RXN SMILES: [F:1][C:2]1[CH:3]=[C:4]([CH:15]=[CH:16][C:17]=1[CH:18]([C:30]1[CH:35]=[CH:34][CH:33]=[CH:32][C:31]=1[CH3:36])[CH2:19][C:20]([C:22]1[CH:27]=[CH:26][C:25](=[O:28])[N:24]([CH3:29])[CH:23]=1)=O)[O:5][C:6]1[CH:7]=[C:8]([CH:12]=[CH:13][CH:14]=1)[C:9]([OH:11])=[O:10].Cl.[NH2:38][OH:39].C([O-])(O)=O.[Na+]>>[F:1][C:2]1[CH:3]=[C:4]([CH:15]=[CH:16][C:17]=1[CH:18]([C:30]1[CH:35]=[CH:34][CH:33]=[CH:32][C:31]=1[CH3:36])[CH2:19]/[C:20](=[N:38]\[OH:39])/[C:22]1[CH:27]=[CH:26][C:25](=[O:28])[N:24]([CH3:29])[CH:23]=1)[O:5][C:6]1[CH:7]=[C:8]([CH:12]=[CH:13][CH:14]=1)[C:9]([OH:11])=[O:10] |f:1.2,3.4|. Reported procedure: In analogy to example 151, step 3, 3-{3-fluoro-4-[3-(1-methyl-6-oxo-1,6-dihydro-pyridin-3-yl)-3-oxo-1-o-tolyl-propyl]-phenoxy}-benzoic acid was reacted with hydroxylamine hydrochloride in the presence of NaHCO3 to give the title compound containing less than 10% of the corresponding Z isomer as a colorless solid, MS (ESI+): m/z=501.2.2 [M+H]+. Starting materials: CC(=O)O, [O-][I+2]([O-])[O-], I, [Na+], O, OCc1ccccc1, O=S(=O)(O)O. Yields the product OCc1ccc(I)cc1. Reaction SMILES: [CH3:21][C:22](=[O:23])[OH:24].[I+2:15]([O-:16])([O-:17])[O-:18].[I:1].[Na+:19].[OH2:20].[OH:7][CH2:8][c:9]1[cH:10][cH:11][cH:12][cH:13][cH:14]1.[S:2](=[O:3])(=[O:4])([OH:5])[OH:6]>>[OH:7][CH2:8][c:9]1[cH:10][cH:11][c:12]([I:15])[cH:13][cH:14]1. Starting materials: C, CC(c1ccccc1)N1CCC(C(C)(C)O)C1C, CO, [Pd]. Product: CC1NCCC1C(C)(C)O. Reaction SMILES: [C:19].[CH3:1][CH:2]1[N:3]([CH:11]([c:12]2[cH:13][cH:14][cH:15][cH:16][cH:17]2)[CH3:18])[CH2:4][CH2:5][CH:6]1[C:7]([CH3:8])([CH3:9])[OH:10].[CH3:21][OH:22].[Pd:20]>>[CH3:1][CH:2]1[NH:3][CH2:4][CH2:5][CH:6]1[C:7]([CH3:8])([CH3:9])[OH:10]. Reactants: FC=1C=C(C=C(C1)C(F)(F)F)N1CCNCC1 (1-(3-fluoro-5-trifluoromethyl-phenyl)-piperazine), ICC (1-iodoethane). Product: C(C)N1CCN(CC1)C1=CC(=CC(=C1)C(F)(F)F)F (1-Ethyl-4-(3-fluoro-5-trifluoromethyl-phenyl)-piperazine). Reaction SMILES: [F:1][C:2]1[CH:3]=[C:4]([N:12]2[CH2:17][CH2:16][NH:15][CH2:14][CH2:13]2)[CH:5]=[C:6]([C:8]([F:11])([F:10])[F:9])[CH:7]=1.I[CH2:19][CH3:20]>>[CH2:19]([N:15]1[CH2:16][CH2:17][N:12]([C:4]2[CH:5]=[C:6]([C:8]([F:10])([F:11])[F:9])[CH:7]=[C:2]([F:1])[CH:3]=2)[CH2:13][CH2:14]1)[CH3:20]. Procedure details: Beginning with 1-(3-fluoro-5-trifluoromethyl-phenyl)-piperazine and 1-iodoethane, the title compound was recovered by the procedure described in Example 2; MS m/z (rel. intensity, 70 eV) 276 (M+, 46), 261 (41), 190 (30), 84 (30), 57 (bp).